Dataset: the Open Reaction Database (ORD), a public repository of structured organic reaction records. Task: describe an organic reaction: reactants, conditions, products, and yield Reactants: C(C1=CC=CC=C1)OC(=O)N1CC=2NC3=CC=CC=C3C2CC1C(=O)N(N)C([C@@H](N)CC1=CNC=N1)=O (N-(2-benzyloxycarbonyl-1,2,3,4-tetrahydro-β-carbolin-3-ylcarbonyl)-L-histidine hydrazide), C(C1=CC=CC=C1)OC(=O)N1CC=2NC3=CC=CC=C3C2CC1C(=O)N[C@@H](CC1=CNC=N1)C(=O)N[C@@H](CC(C)C)C=NNC(=O)N (N-(2-benzyloxycarbonyl-1,2,3,4-tetrahydro-β-carbolin-3-ylcarbonyl)-L-histidyl-L-leucinal semicarbazone). Yields the product C(C1=CC=CC=C1)OC(=O)N1CC=2NC3=CC=CC=C3C2CC1C(=O)N[C@@H](CC1=CNC=N1)C(=O)N[C@@H](CC(C)C)C=O (N-(2-Benzyloxycarbonyl-1,2,3,4-tetrahydro-β-carbolin-3-ylcarbonyl)-L-histidyl-L-leucinal). As a reaction SMILES: C([O:8]C(N1C(C(N(C(=O)[C@H](CC2N=CNC=2)N)N)=O)CC2C3C(=CC=CC=3)NC=2C1)=O)C1C=CC=CC=1.[CH2:38]([O:45][C:46]([N:48]1[CH:60]([C:61]([NH:63][C@H:64]([C:71]([NH:73][C@H:74]([CH:79]=NNC(N)=O)[CH2:75][CH:76]([CH3:78])[CH3:77])=[O:72])[CH2:65][C:66]2[N:70]=[CH:69][NH:68][CH:67]=2)=[O:62])[CH2:59][C:58]2[C:57]3[C:52](=[CH:53][CH:54]=[CH:55][CH:56]=3)[NH:51][C:50]=2[CH2:49]1)=[O:47])[C:39]1[CH:44]=[CH:43][CH:42]=[CH:41][CH:40]=1>>[CH2:38]([O:45][C:46]([N:48]1[CH:60]([C:61]([NH:63][C@H:64]([C:71]([NH:73][C@H:74]([CH:79]=[O:8])[CH2:75][CH:76]([CH3:78])[CH3:77])=[O:72])[CH2:65][C:66]2[N:70]=[CH:69][NH:68][CH:67]=2)=[O:62])[CH2:59][C:58]2[C:57]3[C:52](=[CH:53][CH:54]=[CH:55][CH:56]=3)[NH:51][C:50]=2[CH2:49]1)=[O:47])[C:39]1[CH:44]=[CH:43][CH:42]=[CH:41][CH:40]=1. Reported procedure: The procedure described in Example 1(a) was repeated, but using 125 mg. (0.25 mmole) of N-(2-benzyloxycarbonyl-1,2,3,4-tetrahydro-β-carbolin-3-ylcarbonyl)-L-histidine hydrazide. There were obtained 120 mg. of N-(2-benzyloxycarbonyl-1,2,3,4-tetrahydro-β-carbolin-3-ylcarbonyl)-L-histidyl-L-leucinal semicarbazone. This product was then treated in the same way as in Example 1(b) by partition chromatography using Sephadex G-25, to give 67 mg. of the desired compound as a white powdery solid, melting ... Reactants: B#B (diborane), ClC=1C=C(CN2CCN(CC2)C(=O)[C@H](C(C)C)N)C=CC1Cl (1-(S)-[4-(3,4-dichlorobenzyl)piperazin-1-ylcarbonyl]-2-methylpropylamine). The solvent is O1CCCC1 (tetrahydrofuran), O1CCCC1 (tetrahydrofuran). Product: ClC=1C=C(CN2CCN(CC2)C[C@H](C(C)C)N)C=CC1Cl (1-(S)-[4-(3,4-dichlorobenzyl)piperazin-1-ylmethyl]-2-methylpropylamine). Yield: 114.9%. As a reaction SMILES: B#B.[Cl:3][C:4]1[CH:5]=[C:6]([CH:21]=[CH:22][C:23]=1[Cl:24])[CH2:7][N:8]1[CH2:13][CH2:12][N:11]([C:14]([C@@H:16]([NH2:20])[CH:17]([CH3:19])[CH3:18])=O)[CH2:10][CH2:9]1>O1CCCC1>[Cl:3][C:4]1[CH:5]=[C:6]([CH:21]=[CH:22][C:23]=1[Cl:24])[CH2:7][N:8]1[CH2:13][CH2:12][N:11]([CH2:14][C@@H:16]([NH2:20])[CH:17]([CH3:19])[CH3:18])[CH2:10][CH2:9]1. Reported procedure: A 1.0 M diborane solution in tetrahydrofuran (65.2 ml, 65.2 mmol) was added to a solution of 1-(S)-[4-(3,4-dichlorobenzyl)piperazin-1-ylcarbonyl]-2-methylpropylamine (3.2 g, 9.3 mmol) in tetrahydrofuran (15 ml). The mixture was heated at reflux under nitrogen atmosphere for 2 h and then concentrated in vacuo. The residue was dissolved in methanol, acidified with 6 N hydrogen chloride solution (50 ml) and then reheated to 70° C. After heating for 1 h, the reaction mixture was cooled and basified ... Reactants: C(C1=CC=CC=C1)OC1=CC=C2C(=CC(OC2=C1)=O)O (7-benzyloxy-4-hydroxycoumarin). Reagents/catalysts: [Pd] (Pd on carbon). Run in CO (methanol). Product: OC1=CC(OC2=CC(=CC=C12)O)=O (4,7-Dihydroxy-coumarin). The yield is 90.0%. As a reaction SMILES: C([O:8][C:9]1[CH:18]=[C:17]2[C:12]([C:13]([OH:20])=[CH:14][C:15](=[O:19])[O:16]2)=[CH:11][CH:10]=1)C1C=CC=CC=1>[Pd].CO>[OH:20][C:13]1[C:12]2[C:17](=[CH:18][C:9]([OH:8])=[CH:10][CH:11]=2)[O:16][C:15](=[O:19])[CH:14]=1. Procedure details: A 300 cc autoclave was charged with 7-benzyloxy-4-hydroxycoumarin (3 g, 3.7 mmol), prepared in accordance with Example 5, 5% Pd on carbon (0.18 g) and 85 mL of methanol and the autoclave was purged with N2. The autoclave was pressurized with H2 to a pressure of about 100 psi and maintained at that pressure. The exothermic reaction was carried out at ~50° C. for ~2 hrs. After the completion of hydrogenolysis, the reactor was flushed with N2 and the contents were transferred into a beaker using a ... Reactants: C([O-])([O-])=O.[K+].[K+] (Potassium carbonate), C(CCCCCCC)C=1C=NC(=NC1)C1=CC=C(C=C1)O (5-octyl-2-(4-hydroxyphenyl)pyrimidine), ClCC(COCCOCCOCCCC)O (1-chloro-3-(2-(2-butoxyethoxy)ethoxy)-2-propanol). Solvent: CN(C=O)C (N,N-dimethylformamide), O (water). The product is C(CCCCCCC)C=1C=NC(=NC1)C1=CC=C(C=C1)OC[C@H](COCCOCCOCCCC)O (5-octyl-2-[4-((S)-2-hydroxy-3-(2-(2-(butoxy)ethoxy)ethoxy)propoxy)phenyl]pyrimidine). Reaction SMILES: C(=O)([O-])[O-].[K+].[K+].[CH2:7]([C:15]1[CH:16]=[N:17][C:18]([C:21]2[CH:26]=[CH:25][C:24]([OH:27])=[CH:23][CH:22]=2)=[N:19][CH:20]=1)[CH2:8][CH2:9][CH2:10][CH2:11][CH2:12][CH2:13][CH3:14].Cl[CH2:29][CH:30]([OH:43])[CH2:31][O:32][CH2:33][CH2:34][O:35][CH2:36][CH2:37][O:38][CH2:39][CH2:40][CH2:41][CH3:42]>CN(C)C=O.O>[CH2:7]([C:15]1[CH:20]=[N:19][C:18]([C:21]2[CH:26]=[CH:25][C:24]([O:27][CH2:29][C@@H:30]([OH:43])[CH2:31][O:32][CH2:33][CH2:34][O:35][CH2:36][CH2:37][O:38][CH2:39][CH2:40][CH2:41][CH3:42])=[CH:23][CH:22]=2)=[N:17][CH:16]=1)[CH2:8][CH2:9][CH2:10][CH2:11][CH2:12][CH2:13][CH3:14] |f:0.1.2|. Procedure: Potassium carbonate (2.1 g, 15.7 mmol) was added to a solution of 5-octyl-2-(4-hydroxyphenyl)pyrimidine (3.0 g, 10.5 mmol) and 1-chloro-3-(2-(2-butoxyethoxy)ethoxy)-2-propanol (2.7 g, 10.5 mmol) in N,N-dimethylformamide (100 ml). The resulting mixture was stirred at reflux temperature for 18 hours and then cooled to ambient temperature. The mixture was diluted with water (100 ml) and was extracted with three 100 ml aliquots of diethyl ether. The extracts were dried (over MgSO4), filtered, and co... Starting materials: C1CCOC1, C=CCCCc1nccc(C(F)(F)F)n1, O=[Os](=O)(=O)=O, O, O. Yields the product O=CCCCc1nccc(C(F)(F)F)n1. RXN SMILES: [CH2:17]1[O:18][CH2:19][CH2:20][CH2:21]1.[CH2:1]([CH2:2][CH2:3][CH:4]=[CH2:5])[c:6]1[n:7][cH:8][cH:9][c:10]([C:12]([F:13])([F:14])[F:15])[n:11]1.[O:23]=[Os:24](=[O:25])(=[O:26])=[O:27].[OH2:16].[OH2:22]>>[CH2:1]([CH2:2][CH2:3][CH:4]=[O:16])[c:6]1[n:7][cH:8][cH:9][c:10]([C:12]([F:13])([F:14])[F:15])[n:11]1.